Dataset: the Open Reaction Database (ORD), a public repository of structured organic reaction records. Task: describe an organic reaction: reactants, conditions, products, and yield Solvent: CC(=O)O (AcOH), C(Cl)(Cl)Cl (chloroform). Reactants: COC1=CC=C2CCC(C(C2=C1)=O)C(=O)OC (methyl 7-methoxy-1-oxo-1,2,3,4-tetrahydronaphthalene-2-carboxylate), S(O)(O)(=O)=O (sulfuric acid), [H][H] (hydrogen). Procedure details: A slurry of methyl 7-methoxy-1-oxo-1,2,3,4-tetrahydronaphthalene-2-carboxylate (6.0 g, 26 mmol) and 10% palladium on carbon (100 mg) in AcOH (120 mL), and concentrated sulfuric acid (780 μL) was allowed to stir under 30 psi of hydrogen for 2.5 h. The reaction mixture was diluted with chloroform, and filtered through Celite. The filtrate was washed with water (5×), dried over Na2SO4 and evaporated. The residue was purified by filtration through a pad of silica, to give methyl 7-methoxy-1,2,3,4-te... RXN SMILES: [CH3:1][O:2][C:3]1[CH:12]=[C:11]2[C:6]([CH2:7][CH2:8][CH:9]([C:14]([O:16][CH3:17])=[O:15])[C:10]2=O)=[CH:5][CH:4]=1.S(=O)(=O)(O)O.[H][H]>[Pd].CC(O)=O.C(Cl)(Cl)Cl>[CH3:1][O:2][C:3]1[CH:12]=[C:11]2[C:6]([CH2:7][CH2:8][CH:9]([C:14]([O:16][CH3:17])=[O:15])[CH2:10]2)=[CH:5][CH:4]=1. Isolated yield 70.4%. Reagents/catalysts: [Pd] (palladium on carbon). Product: COC1=CC=C2CCC(CC2=C1)C(=O)OC (methyl 7-methoxy-1,2,3,4-tetrahydro-naphthalene-2-carboxylate). Starting materials: CC(C)(OCCCCC(C=C)C)C1=CC=CC=C1 ((1,1,5-trimethyl-hept-6-enyloxymethyl)-benzene), CN(C)C=O (DMF), PDMS, olefin, C1=CC=CC=C1 (benzene), CCCCCC (hexane), PDMS, PDMS, CCCCCC (hexane), PDMS, PDMS, O=O (O2). The reagents and catalysts are Cl[Pd]Cl (PdCl2), Cl[Cu] (CuCl). Run in O (H2O). Reaction conditions: time 1 hour. Yields the product C(C1=CC=CC=C1)OC(CCCC(C(C)=O)C)(C)C (7-Benzyloxy-3,7-dimethyl-octan-2-one). The yield is 56.0%. As a reaction SMILES: [CH3:1][C:2]([C:13]1C=[CH:17][CH:16]=[CH:15][CH:14]=1)([O:4][CH2:5]CCCC(C)C=C)[CH3:3].CN([CH:22]=[O:23])C.O=O.[CH:26]1[CH:31]=[CH:30][CH:29]=[CH:28][CH:27]=1.[CH3:32]CCCCC>Cl[Pd]Cl.Cl[Cu].O>[CH2:5]([O:4][C:2]([CH3:1])([CH3:3])[CH2:13][CH2:14][CH2:15][CH:16]([CH3:17])[C:22](=[O:23])[CH3:32])[C:26]1[CH:31]=[CH:30][CH:29]=[CH:28][CH:27]=1. Reported procedure: Wacker-Tsuji oxidation of (1,1,5-trimethyl-hept-6-enyloxymethyl)-benzene in a PDMS thimble. A PDMS thimble containing PdCl2 (0.100 g, 0.564 mmol) and CuCl (0.564 g, 5.64 mmol) was placed in a 2-necked Schlenk flask with a stir bar. DMF (3.96 mL) and H2O (0.56 mL) were added to the inside of the PDMS thimble and the flask was capped with a rubber septum. A balloon filled with O2 was affixed to the septum and the reaction mixture was stirred at room temperature for 1 hour. The olefin starting mate... The reactants are C1(=CCCC1)N1CCOCC1 (N-cyclopentenyl morpholine), COC1=CC=C(C=O)C=C1 (4-methoxybenzaldehyde), C1=CC=CC=C1 (benzene), Cl (hydrochloric acid). Run at temperature 30 celsius, time 2 hour. Product: COC1=CC=C(C=C2C(CCC2)=O)C=C1 (2-(4-methoxybenzylidene)cyclopentanone). Isolated yield 76.3%. As a reaction SMILES: C1(N2CC[O:9]CC2)CCCC=1.[CH3:12][O:13][C:14]1[CH:21]=[CH:20][C:17]([CH:18]=O)=[CH:16][CH:15]=1.Cl.[CH:23]1[CH:28]=[CH:27][CH:26]=[CH:25]C=1>>[CH3:12][O:13][C:14]1[CH:21]=[CH:20][C:17]([CH:18]=[C:25]2[CH2:26][CH2:27][CH2:28][C:23]2=[O:9])=[CH:16][CH:15]=1. Procedure: With reflux device installed, 36.8 g (0.24 mol) of N-cyclopentenyl morpholine, 27.2 g (0.20 mol) of 4-methoxybenzaldehyde and 200 mL of benzene were added to a round bottom flask and heated under reflux for 20 h. The resulting solution was cooled to 30° C., and slowly stirred while 62 mL of hydrochloric acid (6 mol/L) was added. After stirring for 2 h at room temperature, the benzene layer was separated and washed with water to neutral, and dried over anhydrous sodium sulfate overnight. Then the... Reaction SMILES: [CH2:19]1[O:20][CH2:21][CH2:22][O:23][CH2:24][CH2:25][O:26][CH2:27][CH2:28][O:29][CH2:30][CH2:31][O:32][CH2:33]1.[CH2:45]1[O:46][CH2:47][CH2:48][CH2:49]1.[CH3:36][c:37]1[c:38]([CH2:39][Br:40])[cH:41][cH:42][cH:43][cH:44]1.[H-:35].[N+:1](=[O:2])([O-:3])[c:4]1[cH:5][cH:6][c:7]([CH2:10][CH2:11][NH:12][C:13]([C:14]([F:15])([F:16])[F:17])=[O:18])[cH:8][cH:9]1.[Na+:34]>>[N+:1](=[O:2])([O-:3])[c:4]1[cH:5][cH:6][c:7]([CH2:10][CH2:11][N:12]([C:13]([C:14]([F:15])([F:16])[F:17])=[O:18])[CH2:39][c:38]2[c:37]([CH3:36])[cH:44][cH:43][cH:42][cH:41]2)[cH:8][cH:9]1. Starting materials: C1COCCOCCOCCOCCO1, C1CCOC1, Cc1ccccc1CBr, [H-], O=C(NCCc1ccc([N+](=O)[O-])cc1)C(F)(F)F, [Na+]. Yields the product Cc1ccccc1CN(CCc1ccc([N+](=O)[O-])cc1)C(=O)C(F)(F)F.